The task is: describe an organic reaction: reactants, conditions, products, and yield. This data is from the Open Reaction Database (ORD), a public repository of structured organic reaction records. The reactants are Cc1ccc(S(=O)(=O)n2ccc3c(B4OC(C)(C)C(C)(C)O4)ccnc32)cc1, COCCOC, COCCOC, CCOC(C)=O, CC1COCCN1c1cc(C2(S(C)(=N)=O)CC2)nc(Cl)n1, [Na+], [Na+], O=C([O-])[O-], O, Cl[Pd]Cl, c1ccc(P(c2ccccc2)c2ccccc2)cc1, c1ccc(P(c2ccccc2)c2ccccc2)cc1. Yields the product Cc1ccc(S(=O)(=O)n2ccc3c(-c4nc(N5CCOCC5C)cc(C5(S(C)(=N)=O)CC5)n4)ccnc32)cc1. RXN SMILES: [CH3:1][C:2]1([CH3:3])[C:4]([CH3:5])([CH3:6])[O:7][B:8]([c:9]2[c:10]3[c:11]([n:12][cH:13][cH:14]2)[n:15]([S:18](=[O:19])(=[O:20])[c:21]2[cH:22][cH:23][c:24]([CH3:25])[cH:26][cH:27]2)[cH:16][cH:17]3)[O:28]1.[CH3:56][O:57][CH2:58][CH2:59][O:60][CH3:61].[CH3:62][O:63][CH2:64][CH2:65][O:66][CH3:67].[CH3:69][CH2:70][O:71][C:72]([CH3:73])=[O:74].[Cl:29][c:30]1[n:31][c:32]([C:43]2([S:46](=[O:47])(=[NH:48])[CH3:49])[CH2:44][CH2:45]2)[cH:33][c:34]([N:36]2[CH:37]([CH3:42])[CH2:38][O:39][CH2:40][CH2:41]2)[n:35]1.[Na+:50].[Na+:51].[O-:52][C:53](=[O:54])[O-:55].[OH2:68].[Pd:75]([Cl:76])[Cl:77].[c:78]1([P:79]([c:80]2[cH:81][cH:82][cH:83][cH:84][cH:85]2)[c:86]2[cH:87][cH:88][cH:89][cH:90][cH:91]2)[cH:92][cH:93][cH:94][cH:95][cH:96]1.[c:97]1([P:98]([c:99]2[cH:100][cH:101][cH:102][cH:103][cH:104]2)[c:105]2[cH:106][cH:107][cH:108][cH:109][cH:110]2)[cH:111][cH:112][cH:113][cH:114][cH:115]1>>[c:9]1(-[c:30]2[n:31][c:32]([C:43]3([S:46](=[O:47])(=[NH:48])[CH3:49])[CH2:44][CH2:45]3)[cH:33][c:34]([N:36]3[CH:37]([CH3:42])[CH2:38][O:39][CH2:40][CH2:41]3)[n:35]2)[c:10]2[c:11]([n:12][cH:13][cH:14]1)[n:15]([S:18](=[O:19])(=[O:20])[c:21]1[cH:22][cH:23][c:24]([CH3:25])[cH:26][cH:27]1)[cH:16][cH:17]2. Reactants: [C@@H]12C(CC(CC1)C2)=O ((lR)-norbornanone), C(C)(=O)[O-].[Na+] (sodium acetate), OO (hydrogen peroxide). The solvent is C(C)(=O)O (acetic acid). Product: lacton, OC1(CCCC1)CC(=O)O (hydroxycyclopentane-1-acetic acid). Isolated yield 66.7%. Reaction SMILES: [C@H:1]12[CH2:7][CH:4](CC1)[CH2:3][C:2]2=[O:8].[C:9]([O-:12])(=[O:11])[CH3:10].[Na+].OO>C(O)(=O)C>[OH:8][C:2]1([CH2:10][C:9]([OH:12])=[O:11])[CH2:3][CH2:4][CH2:7][CH2:1]1 |f:1.2|. Reported procedure: This product is oxidized by the Baeyer-Villiger procedure. (1R)-Norbornanone (81, 18 mmol) is stirred with sodium acetate (9 g, water-free), hydrogen peroxide (27 ml, 30%), and acetic acid (9 ml) at 5° C. in the dark for 40 hours. The reaction is quenched by the addition of sodium sulfite (50 ml of a 10% aqueous solution) at 0° C. The product is extracted twice with EtOAc (600 ml). The extract is washed with the sodium sulfite solution, then with sodium bicarbonate solution (50 ml, saturated), t... Starting materials: CN1CCCC1=O, C=Cc1ccc(C(F)(F)F)nc1, CN1CCc2[nH]c3cc(F)cc(F)c3c2C1, [K+], [OH-]. Product: CN1CCc2c(c3c(F)cc(F)cc3n2CCc2ccc(C(F)(F)F)nc2)C1. Reaction SMILES: [CH3:31][N:32]1[CH2:33][CH2:34][CH2:35][C:36]1=[O:37].[F:17][C:18]([c:19]1[n:20][cH:21][c:22]([CH:25]=[CH2:26])[cH:23][cH:24]1)([F:27])[F:28].[F:1][c:2]1[cH:3][c:4]([F:16])[c:5]2[c:6]3[c:7]([nH:8][c:9]2[cH:10]1)[CH2:11][CH2:12][N:13]([CH3:15])[CH2:14]3.[K+:30].[OH-:29]>>[F:1][c:2]1[cH:3][c:4]([F:16])[c:5]2[c:6]3[c:7]([n:8]([CH2:26][CH2:25][c:22]4[cH:21][n:20][c:19]([C:18]([F:17])([F:27])[F:28])[cH:24][cH:23]4)[c:9]2[cH:10]1)[CH2:11][CH2:12][N:13]([CH3:15])[CH2:14]3. Reactants: CC(C)(C)c1cc(CBr)cc(C(C)(C)C)c1, O=C([O-])[O-], CC(C)=O, [K+], [K+], CC(C)(C)OC(=O)N1CCNCC1, CN(C)C=O. The product is CC(C)(C)OC(=O)N1CCN(Cc2cc(C(C)(C)C)cc(C(C)(C)C)c2)CC1. RXN SMILES: [C:1]([CH3:2])([CH3:3])([CH3:4])[c:5]1[cH:6][c:7]([CH2:15][Br:16])[cH:8][c:9]([C:11]([CH3:12])([CH3:13])[CH3:14])[cH:10]1.[C:30](=[O:31])([O-:32])[O-:33].[CH3:36][C:37](=[O:38])[CH3:39].[K+:34].[K+:35].[N:17]1([C:23](=[O:24])[O:25][C:26]([CH3:27])([CH3:28])[CH3:29])[CH2:18][CH2:19][NH:20][CH2:21][CH2:22]1.[O:40]=[CH:41][N:42]([CH3:43])[CH3:44]>>[C:1]([CH3:2])([CH3:3])([CH3:4])[c:5]1[cH:6][c:7]([CH2:15][N:20]2[CH2:19][CH2:18][N:17]([C:23](=[O:24])[O:25][C:26]([CH3:27])([CH3:28])[CH3:29])[CH2:22][CH2:21]2)[cH:8][c:9]([C:11]([CH3:12])([CH3:13])[CH3:14])[cH:10]1. Reaction SMILES: [NH:1]1[CH2:6][CH2:5][CH:4]([C@H:7]([NH:18][S@](C(C)(C)C)=O)[CH2:8][C:9]2[CH:14]=[C:13]([F:15])[C:12]([F:16])=[CH:11][C:10]=2[F:17])[CH2:3][CH2:2]1.[C:25]1([S:31]([CH2:34][CH2:35][C:36](O)=[O:37])(=[O:33])=[O:32])[CH:30]=[CH:29][CH:28]=[CH:27][CH:26]=1>>[NH2:18][C@@H:7]([CH:4]1[CH2:3][CH2:2][N:1]([C:36](=[O:37])[CH2:35][CH2:34][S:31]([C:25]2[CH:26]=[CH:27][CH:28]=[CH:29][CH:30]=2)(=[O:33])=[O:32])[CH2:6][CH2:5]1)[CH2:8][C:9]1[CH:14]=[C:13]([F:15])[C:12]([F:16])=[CH:11][C:10]=1[F:17]. Procedure: The title compound is prepared analogously as described in example G1 using (S)-2-methyl-propane-2-sulfinic acid [(R)-1-piperidin-4-yl-2-(2,4,5-trifluoro-phenyl)-ethyl]-amide instead of 3-exo-[(R)-1-((S)-2-methyl-propane-2-sulfinylamino)-2-(2,4,5-trifluoro-phenyl)-ethyl]-8-aza-bicyclo[3.2.1]octane and 3-benzenesulfonyl-propionic acid instead of N-acetyl-L-alanine. The product is N[C@H](CC1=C(C=C(C(=C1)F)F)F)C1CCN(CC1)C(CCS(=O)(=O)C1=CC=CC=C1)=O (1-{4-[(R)-1-Amino-2-(2,4,5-trifluoro-phenyl)-ethyl]-piperidin-1-yl}-3-benzenesulfonyl-propan-1-one). Reactants: N1CCC(CC1)[C@@H](CC1=C(C=C(C(=C1)F)F)F)N[S@@](=O)C(C)(C)C ((S)-2-methyl-propane-2-sulfinic acid [(R)-1-piperidin-4-yl-2-(2,4,5-trifluoro-phenyl)-ethyl]-amide), C1(=CC=CC=C1)S(=O)(=O)CCC(=O)O (3-benzenesulfonyl-propionic acid). Reactants: CC1(OCC(CO1)(CN1CCC2=C(C=CC=C12)C1=NOC(=N1)C=1C=CC2=C(C=C(O2)C)C1)NC(OC(C)(C)C)=O)C (tert-Butyl 2,2-dimethyl-5-((4-(5-(2-methylbenzofuran-5-yl)-1,2,4-oxadiazol-3-yl)indolin-1-yl)methyl)-1,3-dioxan-5-ylcarbamate), C(C)OC=1C=C(C=CC1OCC)C1=NC(=NO1)C1=C2CCN(C2=CC=C1)CC1(COC(OC1)(C)C)NC(OC(C)(C)C)=O (tert-butyl 5-((4-(5-(3,4-diethoxyphenyl)-1,2,4-oxadiazol-3-yl)indolin-1-yl)methyl)-2,2-dimethyl-1,3-dioxan-5-ylcarbamate). The product is NC(CO)(CO)CN1CCC2=C(C=CC=C12)C1=NOC(=N1)C=1C=CC2=C(C=C(O2)C)C1 (2-Amino-2-((4-(5-(2-methylbenzofuran-5-yl)-1,2,4-oxadiazol-3-yl)indolin-1-yl)methyl)propane-1,3-diol). Isolated yield 67.0%. As a reaction SMILES: CC1(C)[O:7][CH2:6][C:5]([NH:33]C(=O)OC(C)(C)C)([CH2:8][N:9]2[C:17]3[C:12](=[C:13]([C:18]4[N:22]=[C:21]([C:23]5[CH:24]=[CH:25][C:26]6[O:30][C:29]([CH3:31])=[CH:28][C:27]=6[CH:32]=5)[O:20][N:19]=4)[CH:14]=[CH:15][CH:16]=3)[CH2:11][CH2:10]2)[CH2:4][O:3]1.C(OC1C=C(C2ON=C(C3C=CC=C4C=3CCN4CC3(NC(=O)OC(C)(C)C)COC(C)(C)OC3)N=2)C=CC=1OCC)C>>[NH2:33][C:5]([CH2:8][N:9]1[C:17]2[C:12](=[C:13]([C:18]3[N:22]=[C:21]([C:23]4[CH:24]=[CH:25][C:26]5[O:30][C:29]([CH3:31])=[CH:28][C:27]=5[CH:32]=4)[O:20][N:19]=3)[CH:14]=[CH:15][CH:16]=2)[CH2:11][CH2:10]1)([CH2:4][OH:3])[CH2:6][OH:7]. Procedure details: When the product of Step F was substituted for tert-butyl 5-((4-(5-(3,4-diethoxyphenyl)-1,2,4-oxadiazol-3-yl)indolin-1-yl)methyl)-2,2-dimethyl-1,3-dioxan-5-ylcarbamate in Example 34, Step E, the identical process afforded the title compound in 67% yield., as a colourless foam. 1H-NMR (DMSO-d6) 1.36 (broad s, 3H); 2.91 (s, 2H); 3.29 (m, 2H+H2O); 3.55 (tr, 2H, J=8.02 Hz); 4.55 (m, 2H); 6.75-6.79 (m, 2H); 7.14 (tr, 1H, J=7.9 Hz); 7.26 (d, 1H, 7.8 Hz); 7.72 (d, 1H, J=8.5 Hz); 8.02 (d, 1H, J=9.17 Hz)... Reported procedure: The title compound is prepared analogously to example 9 from (5-bromo-2-methoxy-phenyl)-[4-(2,4-difluoro-phenylamino)-phenyl]-methanone and 1-methyl-4-((E)-2-tributylstannanyl-vinyl)-piperidin-4-ol. Starting materials: BrC=1C=CC(=C(C1)C(=O)C1=CC=C(C=C1)NC1=C(C=C(C=C1)F)F)OC ((5-bromo-2-methoxy-phenyl)-[4-(2,4-difluoro-phenylamino)-phenyl]-methanone), CN1CCC(CC1)(O)\C=C\[Sn](CCCC)(CCCC)CCCC (1-methyl-4-((E)-2-tributylstannanyl-vinyl)-piperidin-4-ol). As a reaction SMILES: Br[C:2]1[CH:3]=[CH:4][C:5]([O:25][CH3:26])=[C:6]([C:8]([C:10]2[CH:15]=[CH:14][C:13]([NH:16][C:17]3[CH:22]=[CH:21][C:20]([F:23])=[CH:19][C:18]=3[F:24])=[CH:12][CH:11]=2)=[O:9])[CH:7]=1.[CH3:27][N:28]1[CH2:33][CH2:32][C:31](/[CH:35]=[CH:36]/[Sn](CCCC)(CCCC)CCCC)([OH:34])[CH2:30][CH2:29]1>>[F:24][C:18]1[CH:19]=[C:20]([F:23])[CH:21]=[CH:22][C:17]=1[NH:16][C:13]1[CH:14]=[CH:15][C:10]([C:8]([C:6]2[CH:7]=[C:2](/[CH:36]=[CH:35]/[C:31]3([OH:34])[CH2:32][CH2:33][N:28]([CH3:27])[CH2:29][CH2:30]3)[CH:3]=[CH:4][C:5]=2[O:25][CH3:26])=[O:9])=[CH:11][CH:12]=1. Yields the product FC1=C(C=CC(=C1)F)NC1=CC=C(C=C1)C(=O)C1=C(C=CC(=C1)\C=C\C1(CCN(CC1)C)O)OC ([4-(2,4-Difluoro-phenylamino)-phenyl]-{5-[(E)-2-(4-hydroxy-1-methyl-piperidin-4-yl)-vinyl]-2-methoxy-phenyl}-methanone).